From a dataset of the Open Reaction Database (ORD), a public repository of structured organic reaction records. describe an organic reaction: reactants, conditions, products, and yield Product: NC(=O)C1=C([C@H]([C@@H]2C[C@@H]3CC=4C(=CC(=C(C4C(C3=C([C@@]2(C1=O)O)O)=O)O)NC(CN(C(OC)=O)C(C)(C)C)=O)N(C)C)N(C)C)O (methyl 2-{[(5aR,6aS,7S,10aS)-9-(aminocarbonyl)-4,7-bis(dimethylamino)-1,8,10a,11-tetrahydroxy-10,12-dioxo-5,5a,6,6a,7,10,10a,12-octahydrotetracen-2-yl]amino}-2-oxoethyl(tert-butyl)carbamate). Procedure: The title compound is prepared by the procedure of Example 42, using 1 equivalent of 9-amino-minocycline and 2 equivalents of isobutoxycarbonyl N-(tert-butyl)-N-(methoxycarbonyl)glycinate Reference Example 120 to give the product of the example. Reactants: CN(C)[C@H]1[C@@H]2C[C@@H]3CC4=C(C(=C(C=C4N(C)C)N)O)C(=C3C(=O)[C@@]2(C(=C(C1=O)C(=O)N)O)O)O (9-amino-minocycline), C(C)(C)(C)N(CC(=O)OC(=O)OCC(C)C)C(=O)OC (isobutoxycarbonyl N-(tert-butyl)-N-(methoxycarbonyl)glycinate). As a reaction SMILES: [CH3:1][N:2]([C@@H:4]1[C:27](=[O:28])[C:26]([C:29]([NH2:31])=[O:30])=[C:25]([OH:32])[C@:24]2([OH:33])[C@H:5]1[CH2:6][C@H:7]1[C:21]([C:22]2=[O:23])=[C:20]([OH:34])[C:10]2[C:11]([OH:19])=[C:12]([NH2:18])[CH:13]=[C:14]([N:15]([CH3:17])[CH3:16])[C:9]=2[CH2:8]1)[CH3:3].[C:35]([N:39]([C:51]([O:53][CH3:54])=[O:52])[CH2:40][C:41](OC(OCC(C)C)=O)=[O:42])([CH3:38])([CH3:37])[CH3:36]>>[NH2:31][C:29]([C:26]1[C:25](=[O:32])[C@:24]2([OH:33])[C@@H:5]([CH2:6][C@H:7]3[C:21](=[C:22]2[OH:23])[C:20](=[O:34])[C:10]2[C:11]([OH:19])=[C:12]([NH:18][C:41](=[O:42])[CH2:40][N:39]([C:35]([CH3:37])([CH3:36])[CH3:38])[C:51](=[O:52])[O:53][CH3:54])[CH:13]=[C:14]([N:15]([CH3:16])[CH3:17])[C:9]=2[CH2:8]3)[C@H:4]([N:2]([CH3:1])[CH3:3])[C:27]=1[OH:28])=[O:30]. The reactants are C1CCOC1 (THF), C(=O)C=1C=C(C=CC1N1C=NC=C1)/C=C/C(=O)NC1CCC2=CC=CC=C12 ((E)-3-(3-formyl-4-(1H-imidazol-1-yl)phenyl)-N-indan-1-ylacrylamide), C[Mg]Br (methyl magnesium bromide), O.[Cl-].[NH4+] (ammonium chloride water). Product: OC(C)C=1C=C(C=CC1N1C=NC=C1)/C=C/C(=O)NC1CCC2=CC=CC=C12 ((E)-3-[3-(1-hydroxy ethyl)-4-(1H-imidazol-1-yl)phenyl]-N-indan-1-ylacrylamide). Reported procedure: To a THF (0.5 mL) solution of (E)-3-(3-formyl-4-(1H-imidazol-1-yl)phenyl)-N-indan-1-ylacrylamide (23 mg) obtained in Example 437, methyl magnesium bromide (3M ether solution, 0.04 mL) was added under nitrogen atmosphere under ice-cooling and the reaction mixture was agitated for 1 hour. A saturated ammonium chloride water and ethyl acetate were added to the reaction solution, and the organic layer was partitioned. The organic layer was washed with a saturated saline solution, dried over anhydrou... Run in C(C)(=O)OCC (ethyl acetate). Conditions: time 1 hour. Reaction SMILES: [CH2:1]1COCC1.[CH:6]([C:8]1[CH:9]=[C:10](/[CH:19]=[CH:20]/[C:21]([NH:23][CH:24]2[C:32]3[C:27](=[CH:28][CH:29]=[CH:30][CH:31]=3)[CH2:26][CH2:25]2)=[O:22])[CH:11]=[CH:12][C:13]=1[N:14]1[CH:18]=[CH:17][N:16]=[CH:15]1)=[O:7].C[Mg]Br.O.[Cl-].[NH4+]>C(OCC)(=O)C>[OH:7][CH:6]([C:8]1[CH:9]=[C:10](/[CH:19]=[CH:20]/[C:21]([NH:23][CH:24]2[C:32]3[C:27](=[CH:28][CH:29]=[CH:30][CH:31]=3)[CH2:26][CH2:25]2)=[O:22])[CH:11]=[CH:12][C:13]=1[N:14]1[CH:18]=[CH:17][N:16]=[CH:15]1)[CH3:1] |f:3.4.5|.